This data is from the Open Reaction Database (ORD), a public repository of structured organic reaction records. The task is: describe an organic reaction: reactants, conditions, products, and yield Reactants: NC1=NC(=CC(=C1)C)C (2-amino-4,6-dimethylpyridine), C(C(=O)C)CC(C)=O (acetonylacetone), C(C)(=O)O (acetic acid), liquid. The reagents and catalysts are O.O.O.C(C)(=O)[O-].[Na+] (sodium acetate trihydrate). Solvent: C1(=CC=CC=C1)C (toluene). The product is CC1=CC(=NC(=C1)C)N1C(=CC=C1C)C (4,6-dimethyl-2-(2,5-dimethylpyrrol-1-yl)pyridine). Yield: 88.6%. As a reaction SMILES: [NH2:1][C:2]1[CH:7]=[C:6]([CH3:8])[CH:5]=[C:4]([CH3:9])[N:3]=1.[CH2:10]([CH2:14][C:15](=O)[CH3:16])[C:11]([CH3:13])=O.C(O)(=O)C>C1(C)C=CC=CC=1.O.O.O.C([O-])(=O)C.[Na+]>[CH3:8][C:6]1[CH:5]=[C:4]([CH3:9])[N:3]=[C:2]([N:1]2[C:15]([CH3:16])=[CH:14][CH:10]=[C:11]2[CH3:13])[CH:7]=1 |f:4.5.6.7.8|. Reported procedure: A mixture of 2-amino-4,6-dimethylpyridine (20.0 g, 164 mmol), acetonylacetone (30 mL, 170 mmol), acetic acid (2.0 mL, 35 mmol), and sodium acetate trihydrate (200 mg, 1.5 mmol) in 140 mL of toluene was heated to reflux for 48 h in a flask connected to a Dean-Stark trap. After cooling to room temperature, the reaction mixture was washed with 50 mL each of 2.5 N aqueous sodium hydroxide, water, and saturated aqueous sodium chloride. The organic layer was dried (sodium sulfate), decanted, and evapo... The reactants are C[O-].[Na+] (sodium methoxide), FC1=C(C=C(C=C1)C(F)(F)F)OCC1=CC=CC=C1 (Benzyl 2-fluoro-5-(trifluoromethyl)phenyl ether). Run in CO (methanol). The product is C(C1=CC=CC=C1)OC1=C(C=CC(=C1)C(F)(F)F)OC (2-(Benzyloxy)-1-methoxy-4-(trifluoromethyl)benzene). As a reaction SMILES: [CH3:1][O-:2].[Na+].F[C:5]1[CH:10]=[CH:9][C:8]([C:11]([F:14])([F:13])[F:12])=[CH:7][C:6]=1[O:15][CH2:16][C:17]1[CH:22]=[CH:21][CH:20]=[CH:19][CH:18]=1>CO>[CH2:16]([O:15][C:6]1[CH:7]=[C:8]([C:11]([F:14])([F:13])[F:12])[CH:9]=[CH:10][C:5]=1[O:2][CH3:1])[C:17]1[CH:22]=[CH:21][CH:20]=[CH:19][CH:18]=1 |f:0.1|. Reported procedure: A solution of sodium methoxide in methanol (25% wt, 20 ml) and the product from step (i) (1.20 g) was heated at 100° C. for 3 h. The mixture was quenched with water (100 ml) and the solid was filtered and dried, yield 1.28 g.